This data is from the Open Reaction Database (ORD), a public repository of structured organic reaction records. The task is: describe an organic reaction: reactants, conditions, products, and yield The reactants are ClC1=CC=C(CN2NC(C3=CC(=CC=C23)[N+](=O)[O-])=O)C=C1 (1-(4-chloro-benzyl)-5-nitro-1,2-dihydro-indazol-3-one), Cl (HCl), solution, Cl[Sn]Cl (SnCl2), dihydrate, C([O-])(O)=O.[Na+] (sodium bicarbonate). Reaction conditions: temperature 85 celsius. Product: NC=1C=C2C(NN(C2=CC1)CC1=CC=C(C=C1)Cl)=O (5-amino-1-(4-chloro-benzyl)-1,2-dihydro-indazol-3-one). The yield is 76.4%. RXN SMILES: [Cl:1][C:2]1[CH:21]=[CH:20][C:5]([CH2:6][N:7]2[C:15]3[C:10](=[CH:11][C:12]([N+:16]([O-])=O)=[CH:13][CH:14]=3)[C:9](=[O:19])[NH:8]2)=[CH:4][CH:3]=1.Cl.Cl[Sn]Cl.C(=O)(O)[O-].[Na+]>>[NH2:16][C:12]1[CH:11]=[C:10]2[C:15](=[CH:14][CH:13]=1)[N:7]([CH2:6][C:5]1[CH:20]=[CH:21][C:2]([Cl:1])=[CH:3][CH:4]=1)[NH:8][C:9]2=[O:19] |f:3.4|. Procedure: To 1-(4-chloro-benzyl)-5-nitro-1,2-dihydro-indazol-3-one (0.45 g) was added HCl (37% aq.) solution (5 mL) followed by SnCl2.dihydrate (1.9 g). The mixture was heated to 85° C. for one hour. The reaction was then neutralized with sodium bicarbonate solution, filtered, and the filtrate extracted with EtOAc. The combined organic phases were washed with brine, dried over sodium sulfate, filtered and reduced in vacuo. Flash column chromatography of the residue over silica gel eluting with methylene c... Reactants: C1CCOC1, CCO, ClC(Cl)Cl, N#Cc1c(F)cccc1Cl, O. Product: CCOc1cccc(Cl)c1C#N. RXN SMILES: [CH2:19]1[O:20][CH2:21][CH2:22][CH2:23]1.[CH3:1][CH2:2][OH:3].[CH:14]([Cl:15])([Cl:16])[Cl:17].[Cl:4][c:5]1[c:6]([C:7]#[N:8])[c:9]([F:13])[cH:10][cH:11][cH:12]1.[OH2:18]>>[CH3:1][CH2:2][O:3][c:9]1[c:6]([C:7]#[N:8])[c:5]([Cl:4])[cH:12][cH:11][cH:10]1. Reactants: O=CC(=O)O, ClCCl, NC(c1ccccc1)c1ccccc1, O, OB(O)c1ccccc1. The product is O=C(O)C(NC(c1ccccc1)c1ccccc1)c1ccccc1. Reaction SMILES: [C:2]([CH:3]=[O:4])(=[O:5])[OH:6].[Cl:30][CH2:31][Cl:32].[NH2:7][CH:8]([c:9]1[cH:10][cH:11][cH:12][cH:13][cH:14]1)[c:15]1[cH:16][cH:17][cH:18][cH:19][cH:20]1.[OH2:1].[OH:21][B:22]([OH:23])[c:24]1[cH:25][cH:26][cH:27][cH:28][cH:29]1>>[C:2]([CH:3]([NH:7][CH:8]([c:9]1[cH:10][cH:11][cH:12][cH:13][cH:14]1)[c:15]1[cH:16][cH:17][cH:18][cH:19][cH:20]1)[c:24]1[cH:25][cH:26][cH:27][cH:28][cH:29]1)(=[O:5])[OH:6].